Dataset: the Open Reaction Database (ORD), a public repository of structured organic reaction records. Task: describe an organic reaction: reactants, conditions, products, and yield Reaction SMILES: [CH3:16][c:17]1[n:18][c:19]([N:22]2[C:23](=[O:37])[N:24]([CH2:27][c:28]3[cH:29][cH:30][c:31]([C:32](=[O:33])[OH:34])[cH:35][cH:36]3)[CH2:25][CH2:26]2)[s:20][cH:21]1.[NH2:1][CH2:2][c:3]1[cH:4][cH:5][cH:6][cH:7][cH:8]1.[NH2:9][c:10]1[s:11][cH:12][c:13]([CH3:15])[n:14]1>>[NH:9]([c:10]1[s:11][cH:12][c:13]([CH3:15])[n:14]1)[C:32]([c:31]1[cH:30][cH:29][c:28]([CH2:27][N:24]2[C:23](=[O:37])[N:22]([c:19]3[n:18][c:17]([CH3:16])[cH:21][s:20]3)[CH2:26][CH2:25]2)[cH:36][cH:35]1)=[O:33]. Yields the product Cc1csc(NC(=O)c2ccc(CN3CCN(c4nc(C)cs4)C3=O)cc2)n1. Reactants: Cc1csc(N2CCN(Cc3ccc(C(=O)O)cc3)C2=O)n1, NCc1ccccc1, Cc1csc(N)n1. Reactants: CS(=O)(=O)Cl, COC(=O)c1ccc2nc(C)n(Cc3ccc(N)cc3Cl)c2n1, c1ccncc1. Yields the product COC(=O)c1ccc2nc(C)n(Cc3ccc(NS(C)(=O)=O)cc3Cl)c2n1. Reaction SMILES: [CH3:24][S:25]([Cl:26])(=[O:27])=[O:28].[NH2:1][c:2]1[cH:3][c:4]([Cl:23])[c:5]([CH2:6][n:7]2[c:8]([CH3:20])[n:9][c:10]3[c:11]2[n:12][c:13]([C:16](=[O:17])[O:18][CH3:19])[cH:14][cH:15]3)[cH:21][cH:22]1.[cH:29]1[cH:30][cH:31][n:32][cH:33][cH:34]1>>[NH:1]([c:2]1[cH:3][c:4]([Cl:23])[c:5]([CH2:6][n:7]2[c:8]([CH3:20])[n:9][c:10]3[c:11]2[n:12][c:13]([C:16](=[O:17])[O:18][CH3:19])[cH:14][cH:15]3)[cH:21][cH:22]1)[S:25]([CH3:24])(=[O:27])=[O:28].